This data is from the Open Reaction Database (ORD), a public repository of structured organic reaction records. The task is: describe an organic reaction: reactants, conditions, products, and yield The reactants are S(=O)(=O)([O-])[O-].[NH4+].[NH4+] (Ammonium sulfate), [Cl-].[K+] (potassium chloride), N (ammonia). The product is S(=O)(=O)([O-])[O-].[NH4+].[NH4+] (ammonium sulfate), S(=O)(=O)([O-])[O-].[K+].[K+] (potassium sulfate). RXN SMILES: [S:1]([O-:5])([O-:4])(=[O:3])=[O:2].[NH4+:6].[NH4+].[Cl-].[K+:9].N>>[S:1]([O-:5])([O-:4])(=[O:3])=[O:2].[NH4+:6].[NH4+:6].[S:1]([O-:5])([O-:4])(=[O:3])=[O:2].[K+:9].[K+:9] |f:0.1.2,3.4,6.7.8,9.10.11|. Procedure: Ammonium sulfate solution was reacted with an equimolar amount of potassium chloride at about 20° C. and in the absence of free ammonia. The resulting washed potassium sulfate contained about 2.06% weight percent ammonium, while the resulting solution (mother liquor) contained about 4.85 weight percent dissolved sulfate. It was believed that the ammonium contained within the potassium sulfate most likely resulted from the co-precipitation of ammonium sulfate and potassium sulfate. Reactants: [BH4-], C1CCOC1, CCO, CCOC(C)=O, [Na+], O, O=Cc1ccc(OCC(Oc2ccc(C(O)(C(F)(F)F)C(F)(F)F)cc2)c2ccccc2)cc1. The product is OCc1ccc(OCC(Oc2ccc(C(O)(C(F)(F)F)C(F)(F)F)cc2)c2ccccc2)cc1. Reaction SMILES: [BH4-:43].[CH2:35]1[O:36][CH2:37][CH2:38][CH2:39]1.[CH3:40][CH2:41][OH:42].[CH3:46][CH2:47][O:48][C:49]([CH3:50])=[O:51].[Na+:44].[OH2:45].[c:1]1([CH:7]([CH2:8][O:9][c:10]2[cH:11][cH:12][c:13]([CH:14]=[O:15])[cH:16][cH:17]2)[O:18][c:19]2[cH:20][cH:21][c:22]([C:25]([C:26]([F:27])([F:28])[F:29])([C:30]([F:31])([F:32])[F:33])[OH:34])[cH:23][cH:24]2)[cH:2][cH:3][cH:4][cH:5][cH:6]1>>[c:1]1([CH:7]([CH2:8][O:9][c:10]2[cH:11][cH:12][c:13]([CH2:14][OH:15])[cH:16][cH:17]2)[O:18][c:19]2[cH:20][cH:21][c:22]([C:25]([C:26]([F:27])([F:28])[F:29])([C:30]([F:31])([F:32])[F:33])[OH:34])[cH:23][cH:24]2)[cH:2][cH:3][cH:4][cH:5][cH:6]1. Reactants: solution, Cl (hydrogen chloride), OC(CN1OC(=C(C1=O)C)C1=CC=CC=C1)CN1CCOCC1 (2-(2-Hydroxy-3-morpholinopropyl)-4-methyl-5-phenyl-3-isoxazolone). Run in O1CCOCC1 (dioxane), C(C)O (ethanol). Run at time 3 hour. The product is Cl.OC(CN1OC(=C(C1=O)C)C1=CC=CC=C1)CN1CCOCC1 (2-(2-Hydroxy-3-morpholinopropyl)-4-methyl-5-phenyl-3-isoxazolone hydrochloride). Yield: 87.7%. As a reaction SMILES: [ClH:1].[OH:2][CH:3]([CH2:18][N:19]1[CH2:24][CH2:23][O:22][CH2:21][CH2:20]1)[CH2:4][N:5]1[C:9](=[O:10])[C:8]([CH3:11])=[C:7]([C:12]2[CH:17]=[CH:16][CH:15]=[CH:14][CH:13]=2)[O:6]1>O1CCOCC1.C(O)C>[ClH:1].[OH:2][CH:3]([CH2:18][N:19]1[CH2:24][CH2:23][O:22][CH2:21][CH2:20]1)[CH2:4][N:5]1[C:9](=[O:10])[C:8]([CH3:11])=[C:7]([C:12]2[CH:17]=[CH:16][CH:15]=[CH:14][CH:13]=2)[O:6]1 |f:4.5|. Procedure: 2.00 ml of a 4N solution of hydrogen chloride in dioxane were added to a solution of 2.50 g (7.4 mmoles) of 2-(2-hydroxy-3-morpholinopropyl)-4-methyl-5-phenyl-3-isoxazolone (prepared as described in Example 1) in 25 ml of ethanol, and the mixture was stirred at room temperature for 3 hours. At the end of this time, the crystals which deposited were collected by filtration, washed with 10 ml of isopropanol, and recrystallized from ethanol, to give 2.30 g (yield 87.7%) of the title compound as a c... The reactants are O=C([O-])[O-], CCCCCc1cc2cc(OC)ccc2c(O)c1-c1ccccc1, [Cs+], [Cs+], O=Cc1ccc(F)cc1, CN(C)C=O. RXN SMILES: [C:34](=[O:35])([O-:36])[O-:37].[CH3:1][O:2][c:3]1[cH:4][c:5]2[cH:6][c:7]([CH2:20][CH2:21][CH2:22][CH2:23][CH3:24])[c:8](-[c:14]3[cH:15][cH:16][cH:17][cH:18][cH:19]3)[c:9]([OH:13])[c:10]2[cH:11][cH:12]1.[Cs+:38].[Cs+:39].[F:25][c:26]1[cH:27][cH:28][c:29]([CH:30]=[O:31])[cH:32][cH:33]1.[O:40]=[CH:41][N:42]([CH3:43])[CH3:44]>>[CH3:1][O:2][c:3]1[cH:4][c:5]2[cH:6][c:7]([CH2:20][CH2:21][CH2:22][CH2:23][CH3:24])[c:8](-[c:14]3[cH:15][cH:16][cH:17][cH:18][cH:19]3)[c:9]([O:13][c:26]3[cH:27][cH:28][c:29]([CH:30]=[O:31])[cH:32][cH:33]3)[c:10]2[cH:11][cH:12]1. Product: CCCCCc1cc2cc(OC)ccc2c(Oc2ccc(C=O)cc2)c1-c1ccccc1. Starting materials: CC(C)(C)c1ccc(C=CC(=O)Nc2ccc3cc[nH]c3c2)cc1, COCCBr, [H-], [Na+], CN(C)C=O. The product is COCCn1ccc2ccc(NC(=O)C=Cc3ccc(C(C)(C)C)cc3)cc21. As a reaction SMILES: [C:1]([CH3:2])([CH3:3])([CH3:4])[c:5]1[cH:6][cH:7][c:8]([CH:11]=[CH:12][C:13](=[O:14])[NH:15][c:16]2[cH:17][cH:18][c:19]3[cH:20][cH:21][nH:22][c:23]3[cH:24]2)[cH:9][cH:10]1.[CH3:27][O:28][CH2:29][CH2:30][Br:31].[H-:25].[Na+:26].[O:32]=[CH:33][N:34]([CH3:35])[CH3:36]>>[C:1]([CH3:2])([CH3:3])([CH3:4])[c:5]1[cH:6][cH:7][c:8]([CH:11]=[CH:12][C:13](=[O:14])[NH:15][c:16]2[cH:17][cH:18][c:19]3[cH:20][cH:21][n:22]([CH2:30][CH2:29][O:28][CH3:27])[c:23]3[cH:24]2)[cH:9][cH:10]1. The reactants are CC(C)(C)OC(=O)CC(CCCC1CCCCC1)c1nc(CN)no1, CC(C)S(=O)(=O)Cl, ClCCl, Cc1cccc(C)n1. Product: CC(C)S(=O)(=O)NCc1noc(C(CCCC2CCCCC2)CC(=O)OC(C)(C)C)n1. Reaction SMILES: [C:1]([CH3:2])([CH3:3])([CH3:4])[O:5][C:6]([CH2:7][CH:8]([CH2:9][CH2:10][CH2:11][CH:12]1[CH2:13][CH2:14][CH2:15][CH2:16][CH2:17]1)[c:18]1[n:19][c:20]([CH2:23][NH2:24])[n:21][o:22]1)=[O:25].[CH:34]([CH3:35])([CH3:36])[S:37](=[O:38])(=[O:39])[Cl:40].[Cl:41][CH2:42][Cl:43].[n:26]1[c:27]([CH3:28])[cH:29][cH:30][cH:31][c:32]1[CH3:33]>>[C:1]([CH3:2])([CH3:3])([CH3:4])[O:5][C:6]([CH2:7][CH:8]([CH2:9][CH2:10][CH2:11][CH:12]1[CH2:13][CH2:14][CH2:15][CH2:16][CH2:17]1)[c:18]1[n:19][c:20]([CH2:23][NH:24][S:37]([CH:34]([CH3:35])[CH3:36])(=[O:38])=[O:39])[n:21][o:22]1)=[O:25]. Reactants: CCc1nc2c(C)cc(C)nc2[nH]1, [K+], N, O=[N+]([O-])[O-], O=S(=O)(O)O. Product: CCc1nc2c(C)c([N+](=O)[O-])c(C)nc2[nH]1. RXN SMILES: [CH2:1]([CH3:2])[c:3]1[n:4][c:5]2[c:6]([n:7][c:8]([CH3:12])[cH:9][c:10]2[CH3:11])[nH:13]1.[K+:19].[NH3:24].[O-:20][N+:21]([O-:22])=[O:23].[S:14](=[O:15])(=[O:16])([OH:17])[OH:18]>>[CH2:1]([CH3:2])[c:3]1[n:4][c:5]2[c:6]([n:7][c:8]([CH3:12])[c:9]([N+:21](=[O:20])[O-:22])[c:10]2[CH3:11])[nH:13]1. Starting materials: [Al+3], CCOC(=O)C(C)(OCC)OCC, CCOCC, [H-], [H-], [H-], [H-], [Li+], [Na+], [Na+], O=S(=O)([O-])[O-]. Product: CCOC(C)(CO)OCC. RXN SMILES: [Al+3:15].[CH2:1]([CH3:2])[O:3][C:4]([C:5](=[O:6])[O:7][CH2:8][CH3:9])([CH3:10])[O:11][CH2:12][CH3:13].[CH2:27]([O:28][CH2:29][CH3:30])[CH3:31].[H-:14].[H-:17].[H-:18].[H-:19].[Li+:16].[Na+:20].[Na+:21].[O-:22][S:23](=[O:24])(=[O:25])[O-:26]>>[CH2:1]([CH3:2])[O:3][C:4]([CH2:5][OH:6])([CH3:10])[O:11][CH2:12][CH3:13].